Dataset: the Open Reaction Database (ORD), a public repository of structured organic reaction records. Task: describe an organic reaction: reactants, conditions, products, and yield The reactants are C(C)(C)(C)OC(C(CCO)CC1(CCCC1)C(NC(CC1=CC=C(C=C1)OC)C(NC)=O)=O)=O (4-hydroxy-2-{1-[2-(4-methoxyphenyl)-1-(methylcarbamoyl)ethylcarbamoyl]cyclopentylmethyl}butyric acid tert-butyl ester), O=C1NC(C=2C=C3C(=CC12)C=CC=C3)=O (1,3-dioxo-1,3-dihydrobenzo[f]isoindole), C1(=CC=CC=C1)P(C1=CC=CC=C1)C1=CC=CC=C1 (triphenylphosphine), CCOC(=O)/N=N/C(=O)OCC (diethylazodicarboxylate). Solvent: O1CCCC1 (tetrahydrofuran). Reaction conditions: time 10 day. Product: C(C)(C)(C)OC(C(CCN1C(C=2C=C3C(=CC2C1=O)C=CC=C3)=O)CC3(CCCC3)C(NC(CC3=CC=C(C=C3)OC)C(NC)=O)=O)=O (4-(1,3-dioxo-1,3-dihydrobenzo[f]isoindol-2-yl)-2-{1-[2-(4-methoxyphenyl)-1-(methylcarbamoyl)ethylcarbamoyl]cyclopentylmethyl}butyric acid tert-butyl ester). Reaction SMILES: [C:1]([O:5][C:6](=[O:34])[CH:7]([CH2:11][C:12]1([C:17](=[O:33])[NH:18][CH:19]([C:29](=[O:32])[NH:30][CH3:31])[CH2:20][C:21]2[CH:26]=[CH:25][C:24]([O:27][CH3:28])=[CH:23][CH:22]=2)[CH2:16][CH2:15][CH2:14][CH2:13]1)[CH2:8][CH2:9]O)([CH3:4])([CH3:3])[CH3:2].[O:35]=[C:36]1[C:44]2[CH:43]=[C:42]3[CH:45]=[CH:46][CH:47]=[CH:48][C:41]3=[CH:40][C:39]=2[C:38](=[O:49])[NH:37]1.C1(P(C2C=CC=CC=2)C2C=CC=CC=2)C=CC=CC=1.CCOC(/N=N/C(OCC)=O)=O>O1CCCC1>[C:1]([O:5][C:6](=[O:34])[CH:7]([CH2:11][C:12]1([C:17](=[O:33])[NH:18][CH:19]([C:29](=[O:32])[NH:30][CH3:31])[CH2:20][C:21]2[CH:26]=[CH:25][C:24]([O:27][CH3:28])=[CH:23][CH:22]=2)[CH2:13][CH2:14][CH2:15][CH2:16]1)[CH2:8][CH2:9][N:37]1[C:38](=[O:49])[C:39]2[CH:40]=[C:41]3[CH:48]=[CH:47][CH:46]=[CH:45][C:42]3=[CH:43][C:44]=2[C:36]1=[O:35])([CH3:2])([CH3:3])[CH3:4]. Procedure: To a solution of 4-hydroxy-2-{1-[2-(4-methoxyphenyl)-1-(methylcarbamoyl)ethylcarbamoyl]cyclopentylmethyl}butyric acid tert-butyl ester (500 mg, 1.05 mmol) in dry tetrahydrofuran (20 mL) was added 1,3-dioxo-1,3-dihydrobenzo[f]isoindole (414 mg, 2.1 mmol), triphenylphosphine (550 mg, 2.1 mmol) and diethylazodicarboxylate (0.33 mL, 2.1 mmol) and the resulting mixture was stirred for 10 days. The solvent was evaporated under vacuum and the residue was chromatographed on silica gel eluting with 30% e... Reactants: N=1N(N=CC1)C=1C=C(C=CC1)CO ((3-(2H-1,2,3-triazol-2-yl)phenyl)methanol). Reagents/catalysts: O=[Mn]=O (MnO2). Solvent: C(Cl)Cl (DCM). Conditions: time 1.5 hour. Yields the product N=1N(N=CC1)C=1C=C(C=O)C=CC1 (3-(2H-1,2,3-triazol-2-yl)benzaldehyde). Reaction SMILES: [N:1]1[N:2]([C:6]2[CH:7]=[C:8]([CH2:12][OH:13])[CH:9]=[CH:10][CH:11]=2)[N:3]=[CH:4][CH:5]=1>C(Cl)Cl.O=[Mn]=O>[N:1]1[N:2]([C:6]2[CH:7]=[C:8]([CH:9]=[CH:10][CH:11]=2)[CH:12]=[O:13])[N:3]=[CH:4][CH:5]=1. Procedure: A solution of (3-(2H-1,2,3-triazol-2-yl)phenyl)methanol (425 mg; 2.42 mmol) in anh. DCM (24 ml) was treated with MnO2 (3.165 g; 36.41 mmol), and the resulting mixture was stirred at rt, under nitrogen, for 1.5 h. The resulting reaction mixture was then filtered over celite, and the separated solids were washed with DCM. The filtrate was concentrated to dryness under reduced pressure giving 3-(2H-1,2,3-triazol-2-yl)benzaldehyde as a pale yellow solid. LC-MS (conditions A): tR=0.63 min.; no ionisa...